describe an organic reaction: reactants, conditions, products, and yield From a dataset of the Open Reaction Database (ORD), a public repository of structured organic reaction records. The reactants are [I-].[K+] (potassium iodide), C([O-])([O-])=O.[K+].[K+] (potassium carbonate), C(C)NCC1=CC=CC=C1 (ethyl benzyl amine), ClCCCC1(OCCO1)C1=CC=C(C=C1)F (2-(3-chloropropyl)-2-(4-fluorophenyl)-1,3-dioxolane), Cl (hydrochloride). Solvent: CN(C)C=O (DMF), O (water). The product is Cl.C(C1=CC=CC=C1)N(CC)CCCC1(OCCO1)C1=CC=C(C=C1)F (2-[3-(N-Benzyl-N-ethylamino)propyl]-2-(4-fluorophenyl)-dioxolane hydrochloride). RXN SMILES: [I-].[K+].C(=O)([O-])[O-].[K+].[K+].[CH2:9]([NH:11][CH2:12][C:13]1[CH:18]=[CH:17][CH:16]=[CH:15][CH:14]=1)[CH3:10].[Cl:19][CH2:20][CH2:21][CH2:22][C:23]1([C:28]2[CH:33]=[CH:32][C:31]([F:34])=[CH:30][CH:29]=2)[O:27][CH2:26][CH2:25][O:24]1.Cl>O.CN(C=O)C>[ClH:19].[CH2:12]([N:11]([CH2:20][CH2:21][CH2:22][C:23]1([C:28]2[CH:33]=[CH:32][C:31]([F:34])=[CH:30][CH:29]=2)[O:24][CH2:25][CH2:26][O:27]1)[CH2:9][CH3:10])[C:13]1[CH:18]=[CH:17][CH:16]=[CH:15][CH:14]=1 |f:0.1,2.3.4,10.11|. Procedure details: A suspension prepared from 5.0 g of potassium iodide, 127 g of potassium carbonate, 335 ml of DMF, 50 g (0.37 mol) of ethyl benzyl amine and 87.2 g (0.357 mol) of 2-(3-chloropropyl)-2-(4-fluorophenyl)-1,3-dioxolane was heated at 80°-90° for 2.5 hours and at 100°-105° for 1 hour. The mixture was allowed to cool to room temperature, poured into water, extracted with ether, washed four times with water and once with saturated sodium chloride. The solution was dried over potassium carbonate and the ... The reactants are ClC1=CC(=C(NC2=NC=NC3=CC(=C(C=C23)OC)O)C=C1)F (4-(4-chloro-2-fluoroanilino)-7-hydroxy-6-methoxyquinazoline), Cl.ClCC1=CC=NC=C1 (4-(chloromethyl)pyridine hydrochloride), C([O-])([O-])=O.[K+].[K+] (potassium carbonate), [I-].[K+] (potassium iodide). Solvent: CN(C)C=O (DMF). Conditions: temperature 60 celsius. Product: Cl.ClC1=CC(=C(NC2=NC=NC3=CC(=C(C=C23)OC)OCC2=CC=NC=C2)C=C1)F (4-(4-chloro-2-fluoroanilino)-6-methoxy-7-((4-pyridyl)methoxy)quinazoline hydrochloride). Isolated yield 149.8%. As a reaction SMILES: [Cl:1][C:2]1[CH:21]=[CH:20][C:5]([NH:6][C:7]2[C:16]3[C:11](=[CH:12][C:13]([OH:19])=[C:14]([O:17][CH3:18])[CH:15]=3)[N:10]=[CH:9][N:8]=2)=[C:4]([F:22])[CH:3]=1.C(=O)([O-])[O-].[K+].[K+].[I-].[K+].Cl.Cl[CH2:33][C:34]1[CH:39]=[CH:38][N:37]=[CH:36][CH:35]=1>CN(C=O)C>[ClH:1].[Cl:1][C:2]1[CH:21]=[CH:20][C:5]([NH:6][C:7]2[C:16]3[C:11](=[CH:12][C:13]([O:19][CH2:33][C:34]4[CH:39]=[CH:38][N:37]=[CH:36][CH:35]=4)=[C:14]([O:17][CH3:18])[CH:15]=3)[N:10]=[CH:9][N:8]=2)=[C:4]([F:22])[CH:3]=1 |f:1.2.3,4.5,6.7,9.10|. Reported procedure: A mixture of 4-(4-chloro-2-fluoroanilino)-7-hydroxy-6-methoxyquinazoline (320 mg, 1 mmol), (prepared as described for the starting material in Example 24), potassium carbonate (414 mg, 3 mmol), potassium iodide (40 mg) and 4-(chloromethyl)pyridine hydrochloride (250 mg, 1.5 mmol) in DMF (15 ml) was heated at 60° C. for 2 hours. The mixture was allowed to cool and partitioned between ethyl acetate and water. The organic layer was separated, washed with water and brine, dried (MgSO4) and the solve...